From a dataset of the Open Reaction Database (ORD), a public repository of structured organic reaction records. describe an organic reaction: reactants, conditions, products, and yield The reactants are Cl.C1(CCCCC1)C1=CC=C(C(C)N)C=C1 (p-cyclohexyl-α-methylbenzylamine hydrochloride), Cl.CC(C1=CC=C(C=C1)CCC1=CC=CC=C1)N (α-methyl-p-phenyethylbenzylamine hydrochloride). Yields the product Cl.C1(CCCCC1)C1=CC=C(C(C)N=C2NCCCCC2)C=C1 (2-(p-cyclohexyl-α-methylbenzylimino)-hexahydroazepine hydrochloride). As a reaction SMILES: [ClH:1].[CH:2]1([C:8]2[CH:16]=[CH:15][C:11]([CH:12]([NH2:14])[CH3:13])=[CH:10][CH:9]=2)[CH2:7][CH2:6][CH2:5][CH2:4][CH2:3]1.Cl.C[CH:19]([NH2:34])[C:20]1C=[CH:24][C:23](CCC2C=CC=CC=2)=[CH:22][CH:21]=1>>[ClH:1].[CH:2]1([C:8]2[CH:9]=[CH:10][C:11]([CH:12]([N:14]=[C:19]3[CH2:20][CH2:21][CH2:22][CH2:23][CH2:24][NH:34]3)[CH3:13])=[CH:15][CH:16]=2)[CH2:3][CH2:4][CH2:5][CH2:6][CH2:7]1 |f:0.1,2.3,4.5|. Reported procedure: Following essentially the same procedure described in Example 7 above and substituting p-cyclohexyl-α-methylbenzylamine hydrochloride for the α-methyl-p-phenyethylbenzylamine hydrochloride above, results in the formation of 2-(p-cyclohexyl-α-methylbenzylimino)-hexahydroazepine hydrochloride having a M.P. of 245°-7° C. The reactants are [Li+].CC(C)[N-]C(C)C (LDA), COC(=O)C1CN(CC1)C(=O)OC(C)(C)C (Pyrrolidine-1,3-dicarboxylic acid 1-tert-butyl ester 3-methyl ester), C(C#C)Br (Propargyl bromide). Solvent: C1CCOC1 (THF). Reaction conditions: temperature -78 celsius, time 1 hour. Yields the product COC(=O)C1(CN(CC1)C(=O)OC(C)(C)C)CC#C (3-Prop-2-ynyl-pyrrolidine-1,3-dicarboxylic acid 1-tert-butyl ester 3-methyl ester). The yield is 40.5%. As a reaction SMILES: [CH3:1][O:2][C:3]([CH:5]1[CH2:9][CH2:8][N:7]([C:10]([O:12][C:13]([CH3:16])([CH3:15])[CH3:14])=[O:11])[CH2:6]1)=[O:4].[Li+].[CH3:18][CH:19]([N-]C(C)C)[CH3:20].C(Br)C#C>C1COCC1>[CH3:1][O:2][C:3]([C:5]1([CH2:20][C:19]#[CH:18])[CH2:9][CH2:8][N:7]([C:10]([O:12][C:13]([CH3:16])([CH3:15])[CH3:14])=[O:11])[CH2:6]1)=[O:4] |f:1.2|. Reported procedure: Pyrrolidine-1,3-dicarboxylic acid 1-tert-butyl ester 3-methyl ester 1 (6 mmol) was dissolved in THF (20 mL) and cooled down to −78° C. in a dry ice-acetone bath. LDA (5 mL, 2.0 M, 10 mmol) was then added dropwise. The mixture was stirred at −78° C. for 1 hr. Propargyl bromide (1.5 mL) was added in neat. The reaction was allowed to warm to rt naturally and stirred for 24 hrs. It was then quenched with sat. NH4Cl solution, extracted with ethyl acetate 2×50 mL. The organic layer was washed with bri... Reactants: CCOC(=O)c1ccccc1Nc1cc(-c2ccccc2)nc(N)n1, CO, [K+], [OH-]. The product is Nc1nc(Nc2ccccc2C(=O)O)cc(-c2ccccc2)n1. As a reaction SMILES: [CH2:1]([CH3:2])[O:3][C:4]([c:5]1[c:6]([NH:11][c:12]2[n:13][c:14]([NH2:24])[n:15][c:16](-[c:18]3[cH:19][cH:20][cH:21][cH:22][cH:23]3)[cH:17]2)[cH:7][cH:8][cH:9][cH:10]1)=[O:25].[CH3:28][OH:29].[K+:27].[OH-:26]>>[O:3]=[C:4]([c:5]1[c:6]([NH:11][c:12]2[n:13][c:14]([NH2:24])[n:15][c:16](-[c:18]3[cH:19][cH:20][cH:21][cH:22][cH:23]3)[cH:17]2)[cH:7][cH:8][cH:9][cH:10]1)[OH:25]. Reactants: CO, CCC1CN(C(=O)C(F)(F)F)CCc2cc(OC)c(Br)cc21, [Na+], [OH-]. Product: CCC1CNCCc2cc(OC)c(Br)cc21. RXN SMILES: [CH3:25][OH:26].[F:1][C:2]([F:3])([F:4])[C:21]([N:5]1[CH2:6][CH2:7][c:8]2[c:9]([cH:14][c:15]([Br:20])[c:16]([O:18][CH3:19])[cH:17]2)[CH:10]([CH2:12][CH3:13])[CH2:11]1)=[O:22].[Na+:24].[OH-:23]>>[NH:5]1[CH2:6][CH2:7][c:8]2[c:9]([cH:14][c:15]([Br:20])[c:16]([O:18][CH3:19])[cH:17]2)[CH:10]([CH2:12][CH3:13])[CH2:11]1. Starting materials: CC(C)(C)OC(=O)Nc1nc2c(C(=O)NC3CN4CCC3CC4)cc(Cl)cc2o1, ClCCl, O=C(O)C(F)(F)F. Product: Nc1nc2c(C(=O)NC3CN4CCC3CC4)cc(Cl)cc2o1. Reaction SMILES: [Cl:1][c:2]1[cH:3][c:4]2[c:5]([n:6][c:7]([NH:9][C:10](=[O:11])[O:12][C:13]([CH3:14])([CH3:15])[CH3:16])[o:8]2)[c:17]([C:19]([NH:20][CH:21]2[CH2:22][N:23]3[CH2:24][CH2:25][CH:26]2[CH2:27][CH2:28]3)=[O:29])[cH:18]1.[Cl:37][CH2:38][Cl:39].[F:30][C:31]([F:32])([F:33])[C:34]([OH:35])=[O:36]>>[Cl:1][c:2]1[cH:3][c:4]2[c:5]([n:6][c:7]([NH2:9])[o:8]2)[c:17]([C:19]([NH:20][CH:21]2[CH2:22][N:23]3[CH2:24][CH2:25][CH:26]2[CH2:27][CH2:28]3)=[O:29])[cH:18]1. The reactants are [N+](=O)([O-])C1=C2C=CC(=NC2=CC=C1)Cl (5-nitro-2-chloroquinoline), N[C@@H]1CCC2=CC=CC=C12 ((R)-1-aminoindane), CN1C=NC(=C1)S(=O)(=O)Cl (1-methylimidazol-4-sulfonylchloride). The product is [C@H]1(CCC2=CC=CC=C12)NC1=NC2=CC=CC(=C2C=C1)NS(=O)(=O)C=1N=CN(C1)C (1-Methyl-1H-imidazole-4-sulfonic acid [2-((R)-indan-1-ylamino)-quinolin-5-yl]-amide). Reaction SMILES: [N+:1]([C:4]1[CH:13]=[CH:12][CH:11]=[C:10]2[C:5]=1[CH:6]=[CH:7][C:8](Cl)=[N:9]2)([O-])=O.[NH2:15][C@H:16]1[C:24]2[C:19](=[CH:20][CH:21]=[CH:22][CH:23]=2)[CH2:18][CH2:17]1.[CH3:25][N:26]1[CH:30]=[C:29]([S:31](Cl)(=[O:33])=[O:32])[N:28]=[CH:27]1>>[C@H:16]1([NH:15][C:8]2[CH:7]=[CH:6][C:5]3[C:10](=[CH:11][CH:12]=[CH:13][C:4]=3[NH:1][S:31]([C:29]3[N:28]=[CH:27][N:26]([CH3:25])[CH:30]=3)(=[O:33])=[O:32])[N:9]=2)[C:24]2[C:19](=[CH:20][CH:21]=[CH:22][CH:23]=2)[CH2:18][CH2:17]1. Procedure: The title compound, MS: m/e=420.3 (M+H+), was prepared in accordance with the general method of example 45 from 5-nitro-2-chloroquinoline, (R)-1-aminoindane and 1-methylimidazol-4-sulfonylchloride. Reactants: CC[Si](C#CCCOS(=O)(=O)c1ccc(C)cc1)(CC)CC, [N-]=[N+]=[N-], [Na+], CN(C)C=O. Product: CC[Si](C#CCCN=[N+]=[N-])(CC)CC. Reaction SMILES: [CH3:5][c:6]1[cH:7][cH:8][c:9]([S:10]([O:11][CH2:16][CH2:17][C:18]#[C:19][Si:20]([CH2:21][CH3:22])([CH2:23][CH3:24])[CH2:25][CH3:26])(=[O:12])=[O:13])[cH:14][cH:15]1.[N-:2]=[N+:3]=[N-:4].[Na+:1].[O:27]=[CH:28][N:29]([CH3:30])[CH3:31]>>[N:2](=[N+:3]=[N-:4])[CH2:16][CH2:17][C:18]#[C:19][Si:20]([CH2:21][CH3:22])([CH2:23][CH3:24])[CH2:25][CH3:26]. The reactants are CC1=C(C=C(C(=O)OC)C=C1)C1=CC=NN1 (Methyl 4-methyl-3-(1H-pyrazol-5-yl)benzoate), CC1=C(C=C(C(=O)OC)C=C1)C1=CC=NN1 (Methyl 4-methyl-3-(1H-pyrazol-5-yl)benzoate), ClN1C(CCC1=O)=O (N-chlorosuccinimide). Run in ClCCCl (1,2-dichloroethane). Run at time 16 hour. Product: ClC=1C=NNC1C=1C=C(C(=O)OC)C=CC1C (Methyl 3-(4-chloro-1H-pyrazol-5-yl)-4-methylbenzoate). Yield: 34.1%. Reaction SMILES: [CH3:1][C:2]1[CH:11]=[CH:10][C:5]([C:6]([O:8][CH3:9])=[O:7])=[CH:4][C:3]=1[C:12]1[NH:16][N:15]=[CH:14][CH:13]=1.[Cl:17]N1C(=O)CCC1=O>ClCCCl>[Cl:17][C:13]1[CH:14]=[N:15][NH:16][C:12]=1[C:3]1[CH:4]=[C:5]([CH:10]=[CH:11][C:2]=1[CH3:1])[C:6]([O:8][CH3:9])=[O:7]. Procedure details: Methyl 4-methyl-3-(1H-pyrazol-5-yl)benzoate (compound 51.1, 385 mg, 1.78 mmol) was dissolved in 1,2-dichloroethane (60 mL), then N-chlorosuccinimide (250 mg, 1.87 mmol) was added. The mixture was stirred at room temperature for 16 hours then washed with brine, dried (MgSO4), filtered, and concentrated under reduced pressure. The residue was purified by flash chromatography (SiO2; 0-20% EtOAc in hexanes) to yield 152 mg (34%) of the title compound as an oil. m/z (ES+) 251 (M+H)+. 1H NMR (400 MHz,... The reactants are O1C=CC=C1 (Furan), NC1=C(C=CC(=C1)[N+](=O)[O-])O (2-Amino-4-Nitrophenol), C(C)(=O)O (Acetic acid). Reaction conditions: temperature 100 celsius. The product is [N+](=O)([O-])C1=CC(=C(C=C1)O)N1C=CC=C1 (4-Nitro-2-pyrrol-1-yl-phenol). The yield is 68.0%. As a reaction SMILES: O1[CH:5]=[CH:4][CH:3]=[CH:2]1.[NH2:6][C:7]1[CH:12]=[C:11]([N+:13]([O-:15])=[O:14])[CH:10]=[CH:9][C:8]=1[OH:16].C(O)(=O)C>>[N+:13]([C:11]1[CH:10]=[CH:9][C:8]([OH:16])=[C:7]([N:6]2[CH:5]=[CH:4][CH:3]=[CH:2]2)[CH:12]=1)([O-:15])=[O:14]. Procedure details: Furan, tetrahydro-2,5-dimethoxy- (4.72 g, 0.0357 mol) was added dropwise to 2-Amino-4-Nitrophenol (5.00 g, 0.0324 mol) in Acetic acid (200 mL, 3 mol) and the reaction mixture was heated to 100° C. for 3 h The reaction mixture was concentrated, taken up in EtOAc, washed with sat'd NaHCO3 and brine, was dried over MgSO4, filtered, and concentrated under reduced pressure. Product was obtained as a pale yellow oil (4.51 g, 68%).